From a dataset of the Open Reaction Database (ORD), a public repository of structured organic reaction records. describe an organic reaction: reactants, conditions, products, and yield The reactants are C[Si](C)(C)Cl (Trimethylsilyl chloride), C1(CC(CCC1)=O)=O (cyclohexane-1,3-dione), C(=O)C1=CC=C(C#N)C=C1 (4-formylbenzonitrile), FC(C=1C=C(C=CC1)NC(=O)N)(F)F (1-(3-(trifluoromethyl)phenyl)urea), ice. Solvent: CN(C=O)C (N,N-dimethylformamide), C(C)#N (acetonitrile), O (water). The product is C(#N)C1=CC=C(C=C1)C(NC(=O)NC1=CC(=CC=C1)C(F)(F)F)C1=C(CCCC1=O)O (1-((4-Cyanophenyl)(2-hydroxy-6-oxocyclohex-1-enyl)methyl)-3-(3-(trifluoromethyl)-phenyl)urea). RXN SMILES: C[Si](Cl)(C)C.[C:6]1(=[O:13])[CH2:11][CH2:10][CH2:9][C:8](=[O:12])[CH2:7]1.[CH:14]([C:16]1[CH:23]=[CH:22][C:19]([C:20]#[N:21])=[CH:18][CH:17]=1)=O.[F:24][C:25]([F:37])([F:36])[C:26]1[CH:27]=[C:28]([NH:32][C:33]([NH2:35])=[O:34])[CH:29]=[CH:30][CH:31]=1>CN(C)C=O.C(#N)C.O>[C:20]([C:19]1[CH:22]=[CH:23][C:16]([CH:14]([C:7]2[C:8](=[O:12])[CH2:9][CH2:10][CH2:11][C:6]=2[OH:13])[NH:35][C:33]([NH:32][C:28]2[CH:29]=[CH:30][CH:31]=[C:26]([C:25]([F:36])([F:37])[F:24])[CH:27]=2)=[O:34])=[CH:17][CH:18]=1)#[N:21]. Procedure details: Trimethylsilyl chloride (50.7 mL, 400 mmol) is added to a solution of cyclohexane-1,3-dione (11.2 g, 100 mmol), 4-formylbenzonitrile (13.8 g, 105 mmol) and 1-(3-(trifluoromethyl)phenyl)urea (20.4 g, 100 mmol) in a mixture of N,N-dimethylformamide (100 mL) and acetonitrile (150 mL), and the mixture is stirred at room temperature over night. The reaction mixture is poured into a mixture of water and ice (2 L) and stirred for 2 h. The mixture is filtered and the precipitate is dried under reduced p... The reactants are C(=O)N1CCCCC1 (N-formylpiperidine), C(C)(C)NC(C)C.[Li] (lithium di-iso-propylamine), BrC=1C=CC(=NC1)F (5-bromo-2-fluoro-pyridine), C(CCC)[Li] (n-butyl lithium). Run in C1CCOC1 (THF). Reaction conditions: temperature -78 celsius, time 90 minute. Yields the product BrC=1C=C(C(=NC1)F)C=O (5-bromo-2-fluoro-pyridine-3-carbaldehyde). The yield is 52.4%. As a reaction SMILES: C(NC(C)C)(C)C.[Li].C([Li])CCC.[Br:14][C:15]1[CH:16]=[CH:17][C:18]([F:21])=[N:19][CH:20]=1.[CH:22](N1CCCCC1)=[O:23]>C1COCC1>[Br:14][C:15]1[CH:16]=[C:17]([CH:22]=[O:23])[C:18]([F:21])=[N:19][CH:20]=1 |f:0.1,^1:7|. Procedure details: A solution of lithium di-iso-propylamine (5 mL, 35 mmol) in anhydrous THF (40 mL) was cooled to −78° C. under nitrogen and n-butyl lithium (2.5 M in hexanes, 12 mL, 30 mmol) was added. The mixture was then stirred at −78° C. for 15 min before 5-bromo-2-fluoro-pyridine (5 g, 28 mmol) was added. The resulting mixture was then stirred at −78° C. for 90 min. N-formylpiperidine (4 mL, 36 mmol) was added very rapidly to the suspension at −78° C. and the mixture stirred vigorously for 60 sec. The react... Starting materials: CNC1CCC(O)CC1, CC(Cl)Cl, C1CCOC1, COc1cnc(N2CCOCC2)c2sc(NC(=O)Oc3ccccc3)nc12. Yields the product COc1cnc(N2CCOCC2)c2sc(NC(=O)N(C)C3CCC(O)CC3)nc12. RXN SMILES: [CH3:28][NH:29][CH:30]1[CH2:31][CH2:32][CH:33]([OH:36])[CH2:34][CH2:35]1.[Cl:37][CH:38]([Cl:39])[CH3:40].[O:41]1[CH2:42][CH2:43][CH2:44][CH2:45]1.[c:1]1([O:2][C:8]([NH:9][c:10]2[s:11][c:12]3[c:13]([N:21]4[CH2:22][CH2:23][O:24][CH2:25][CH2:26]4)[n:14][cH:15][c:16]([O:19][CH3:20])[c:17]3[n:18]2)=[O:27])[cH:3][cH:4][cH:5][cH:6][cH:7]1>>[C:8]([NH:9][c:10]1[s:11][c:12]2[c:13]([N:21]3[CH2:22][CH2:23][O:24][CH2:25][CH2:26]3)[n:14][cH:15][c:16]([O:19][CH3:20])[c:17]2[n:18]1)(=[O:27])[N:29]([CH3:28])[CH:30]1[CH2:31][CH2:32][CH:33]([OH:36])[CH2:34][CH2:35]1.